Dataset: the Open Reaction Database (ORD), a public repository of structured organic reaction records. Task: describe an organic reaction: reactants, conditions, products, and yield The reactants are C(Cl)Cl (CH2Cl2), C(=O)([O-])[O-].[Na+].[Na+] (Na2CO3), C(C1=CC=CC=C1)OC=1C(N(C=C(C1)Br)C)=O (3-(benzyloxy)-5-bromo-1-methylpyridin-2(1H)-one), C1(=CC(=CC=C1)B(O)O)C1=CC=CC=C1 (biphenyl-3-ylboronic acid). Reagents/catalysts: C1=CC=C(C=C1)P([C-]2C=CC=C2)C3=CC=CC=C3.C1=CC=C(C=C1)P([C-]2C=CC=C2)C3=CC=CC=C3.Cl[Pd]Cl.[Fe+2] (PdCl2(dppf)). Run in C1CCOC1 (THF). Reaction conditions: temperature 150 celsius. The product is C(C1=CC=CC=C1)OC=1C(N(C=C(C1)C=1C=C(C=CC1)C1=CC=CC=C1)C)=O (3-(benzyloxy)-5-(biphenyl-3-yl)-1-methylpyridin-2(1H)-one). The yield is 71.7%. Reaction SMILES: [CH2:1]([O:8][C:9]1[C:10](=[O:17])[N:11]([CH3:16])[CH:12]=[C:13](Br)[CH:14]=1)[C:2]1[CH:7]=[CH:6][CH:5]=[CH:4][CH:3]=1.[C:18]1([C:27]2[CH:32]=[CH:31][CH:30]=[CH:29][CH:28]=2)[CH:23]=[CH:22][CH:21]=[C:20](B(O)O)[CH:19]=1.C(Cl)Cl.C([O-])([O-])=O.[Na+].[Na+]>C1C=CC(P(C2C=CC=CC=2)[C-]2C=CC=C2)=CC=1.C1C=CC(P(C2C=CC=CC=2)[C-]2C=CC=C2)=CC=1.Cl[Pd]Cl.[Fe+2].C1COCC1>[CH2:1]([O:8][C:9]1[C:10](=[O:17])[N:11]([CH3:16])[CH:12]=[C:13]([C:29]2[CH:28]=[C:27]([C:18]3[CH:23]=[CH:22][CH:21]=[CH:20][CH:19]=3)[CH:32]=[CH:31][CH:30]=2)[CH:14]=1)[C:2]1[CH:7]=[CH:6][CH:5]=[CH:4][CH:3]=1 |f:3.4.5,6.7.8.9|. Procedure: To a mixture of 3-(benzyloxy)-5-bromo-1-methylpyridin-2(1H)-one (38 mg, 0.129 mmol), biphenyl-3-ylboronic acid (31 mg, 0.155 mmol), PdCl2(dppf).CH2Cl2 (5.3 mg, 0.006 mmol), under nitrogen, was added THF (1 mL) followed by 1 M aqueous Na2CO3 solution (0.388 mL). The reaction mixture was heated at 150° C. (microwave irradiation) for 25 min, cooled to room temperature and partitioned between water and EtOAc. Layers were separated and the aqueous solution was extracted with CH2Cl2 (2×). Combined org... Reactants: nitro, [N+](=O)([O-])C1=CC=C(C=C1)N1CCN(CC1)C(=O)OC(C)(C)C (tert-butyl 4-(4-nitrophenyl)piperazine-1-carboxylate), C(C)(=O)O (acetic acid). The reagents and catalysts are [Fe] (iron). Solvent: CO (methanol). Product: NC1=CC=C(C=C1)N1CCN(CC1)C(=O)OC(C)(C)C (tert-Butyl 4-(4-aminophenyl)piperazine-1-carboxylate). Reaction SMILES: [N+:1]([C:4]1[CH:9]=[CH:8][C:7]([N:10]2[CH2:15][CH2:14][N:13]([C:16]([O:18][C:19]([CH3:22])([CH3:21])[CH3:20])=[O:17])[CH2:12][CH2:11]2)=[CH:6][CH:5]=1)([O-])=O.C(O)(=O)C>[Fe].CO>[NH2:1][C:4]1[CH:9]=[CH:8][C:7]([N:10]2[CH2:15][CH2:14][N:13]([C:16]([O:18][C:19]([CH3:22])([CH3:21])[CH3:20])=[O:17])[CH2:12][CH2:11]2)=[CH:6][CH:5]=1. Reported procedure: A mixture of tert-butyl 4-(4-nitrophenyl)piperazine-1-carboxylate (307 mg, 1 mmol), iron powder (196 mg, 3.5 mmol), acetic acid (0.4 mL, 7 mmol) and methanol (5 mL) is heated at 66 C until no nitro compound left. After it is dried it is treated with ethyl acetate and water, and filtered through a pad of celite. The ethyl acetate layer is washed with saturated sodium bicarbonate solution and saturated sodium chloride solution, and then dried to yield the title compound.